Task: describe an organic reaction: reactants, conditions, products, and yield. Dataset: the Open Reaction Database (ORD), a public repository of structured organic reaction records Reactants: COc1ccc(CN)cc1, COC(=O)c1c(Cl)cc(Br)cc1CBr, CCOC(C)=O, Cc1ccccc1, CCCCCC, [K+], [K+], O=C([O-])[O-]. Yields the product COc1ccc(CN2Cc3cc(Br)cc(Cl)c3C2=O)cc1. As a reaction SMILES: [CH3:15][O:16][c:17]1[cH:18][cH:19][c:20]([CH2:21][NH2:22])[cH:23][cH:24]1.[CH3:1][O:2][C:3]([c:4]1[c:5]([CH2:12][Br:13])[cH:6][c:7]([Br:11])[cH:8][c:9]1[Cl:10])=[O:14].[CH3:31][CH2:32][O:33][C:34](=[O:35])[CH3:36].[CH3:37][c:38]1[cH:39][cH:40][cH:41][cH:42][cH:43]1.[CH3:44][CH2:45][CH2:46][CH2:47][CH2:48][CH3:49].[K+:25].[K+:26].[O-:27][C:28]([O-:29])=[O:30]>>[C:3]1(=[O:14])[c:4]2[c:5]([cH:6][c:7]([Br:11])[cH:8][c:9]2[Cl:10])[CH2:12][N:22]1[CH2:21][c:20]1[cH:19][cH:18][c:17]([O:16][CH3:15])[cH:24][cH:23]1. The reactants are ClCCl, CS(=O)(=O)Cl, CC(O)CCC1CCCCC1. The product is CC(CCC1CCCCC1)OS(C)(=O)=O. RXN SMILES: [CH2:17]([Cl:18])[Cl:19].[CH3:1][S:2]([Cl:3])(=[O:4])=[O:5].[CH:6]1([CH2:12][CH2:13][CH:14]([CH3:15])[OH:16])[CH2:7][CH2:8][CH2:9][CH2:10][CH2:11]1>>[CH3:1][S:2](=[O:4])(=[O:5])[O:16][CH:14]([CH2:13][CH2:12][CH:6]1[CH2:7][CH2:8][CH2:9][CH2:10][CH2:11]1)[CH3:15]. The reactants are C(C1=CC=CC=C1)OC1=C(C(=NC(=C1)C)C)CO (4-benzyloxy-3-hydroxymethyl-2,6-dimethylpyridine), CC(=O)OI1(C=2C=CC=CC2C(=O)O1)(OC(=O)C)OC(=O)C (Dess-Martin reagent), C([O-])(O)=O.[Na+] (sodium bicarbonate), S(=S)(=O)([O-])[O-].[Na+].[Na+] (sodium thiosulfate). The solvent is ClCCl (dichloromethane). Reaction conditions: time 6.5 hour. The product is C(C1=CC=CC=C1)OC1=C(C(=NC(=C1)C)C)C=O (4-benzyloxy-3-formyl-2,6-dimethylpyridine). The yield is 74.2%. Reaction SMILES: [CH2:1]([O:8][C:9]1[CH:14]=[C:13]([CH3:15])[N:12]=[C:11]([CH3:16])[C:10]=1[CH2:17][OH:18])[C:2]1[CH:7]=[CH:6][CH:5]=[CH:4][CH:3]=1.CC(OI1(OC(C)=O)(OC(C)=O)OC(=O)C2C=CC=CC1=2)=O.C(=O)(O)[O-].[Na+].S([O-])([O-])(=O)=S.[Na+].[Na+]>ClCCl>[CH2:1]([O:8][C:9]1[CH:14]=[C:13]([CH3:15])[N:12]=[C:11]([CH3:16])[C:10]=1[CH:17]=[O:18])[C:2]1[CH:3]=[CH:4][CH:5]=[CH:6][CH:7]=1 |f:2.3,4.5.6|. Reported procedure: To a solution of 3-ethoxycarbonyl-2,6-dimethyl-1H-pyridin-4-one (9.7 g) in dichloromethane (200 mL) were added benzyl bromide (8.9 mL) and silver carbonate (41 g), and the mixture was stirred for 2 hours at 50° C. under shading. The reaction mixture was cooled to room temperature, and the insoluble material was removed by filtration. After the filtrate was concentrated under reduced pressure, the residue was purified by column chromatography on silica gel (eluent: hexane/ethyl acetate=1/1) to gi...